From a dataset of the Open Reaction Database (ORD), a public repository of structured organic reaction records. describe an organic reaction: reactants, conditions, products, and yield The reactants are C#CCCOCCCCCCBr, NCc1ccccc1. Product: C#CCCOCCCCCCNCc1ccccc1. RXN SMILES: [CH2:1]([CH2:2][C:3]#[CH:4])[O:5][CH2:6][CH2:7][CH2:8][CH2:9][CH2:10][CH2:11][Br:12].[NH2:13][CH2:14][c:15]1[cH:16][cH:17][cH:18][cH:19][cH:20]1>>[CH2:1]([CH2:2][C:3]#[CH:4])[O:5][CH2:6][CH2:7][CH2:8][CH2:9][CH2:10][CH2:11][NH:13][CH2:14][c:15]1[cH:16][cH:17][cH:18][cH:19][cH:20]1. The reactants are O=C([O-])[O-], CCOCCBr, CCC(C)=O, [I-], [K+], [K+], [Na+], CCCCCNC(=O)N(C)c1cccc(-c2ccc(CCC(=O)OC)cc2O)c1. The product is CCCCCNC(=O)N(C)c1cccc(-c2ccc(CCC(=O)OC)cc2OCCOCC)c1. Reaction SMILES: [C:36](=[O:37])([O-:38])[O-:39].[CH2:1]([CH3:2])[O:3][CH2:4][CH2:5][Br:6].[CH2:44]([C:45]([CH3:46])=[O:47])[CH3:48].[I-:43].[K+:40].[K+:41].[Na+:42].[OH:7][c:8]1[c:9](-[c:20]2[cH:21][c:22]([N:26]([C:27](=[O:28])[NH:29][CH2:30][CH2:31][CH2:32][CH2:33][CH3:34])[CH3:35])[cH:23][cH:24][cH:25]2)[cH:10][cH:11][c:12]([CH2:14][CH2:15][C:16](=[O:17])[O:18][CH3:19])[cH:13]1>>[CH2:1]([CH3:2])[O:3][CH2:4][CH2:5][O:7][c:8]1[c:9](-[c:20]2[cH:21][c:22]([N:26]([C:27](=[O:28])[NH:29][CH2:30][CH2:31][CH2:32][CH2:33][CH3:34])[CH3:35])[cH:23][cH:24][cH:25]2)[cH:10][cH:11][c:12]([CH2:14][CH2:15][C:16](=[O:17])[O:18][CH3:19])[cH:13]1.